Dataset: the Open Reaction Database (ORD), a public repository of structured organic reaction records. Task: describe an organic reaction: reactants, conditions, products, and yield Reactants: C(CCC)C=1C=C2C=CC=NC2=C(C1)OC1CCN(CC1)CCN1C(C2=CC=CC=C2C1=O)=O (2-(2-{4-[(6-Butyl-8-quinolinyl)oxy]-1-piperidinyl}ethyl)-1H-isoindole-1,3(2H)-dione), ice water, C(CCC)C=1C=C2C=CC=NC2=C(C1)OC1CCN(CC1)CCN1C(C2=CC=CC=C2C1=O)=O (2-(2-{4-[(6-Butyl-8-quinolinyl)oxy]-1-piperidinyl}ethyl)-1H-isoindole-1,3(2H)-dione), O.NN (hydrazine monohydrate). Run in C(C)O (ethanol). Conditions: time 2 hour. Yields the product C(CCC)C=1C=C2C=CC=NC2=C(C1)OC1CCN(CC1)CCN ((2-{4-[(6-Butyl-8-quinolinyl)oxy]-1-piperidinyl}ethyl)amine). Yield: 104.8%. Reaction SMILES: [CH2:1]([C:5]1[CH:6]=[C:7]2[C:12](=[C:13]([O:15][CH:16]3[CH2:21][CH2:20][N:19]([CH2:22][CH2:23][N:24]4C(=O)C5C(=CC=CC=5)C4=O)[CH2:18][CH2:17]3)[CH:14]=1)[N:11]=[CH:10][CH:9]=[CH:8]2)[CH2:2][CH2:3][CH3:4].O.NN>C(O)C>[CH2:1]([C:5]1[CH:6]=[C:7]2[C:12](=[C:13]([O:15][CH:16]3[CH2:21][CH2:20][N:19]([CH2:22][CH2:23][NH2:24])[CH2:18][CH2:17]3)[CH:14]=1)[N:11]=[CH:10][CH:9]=[CH:8]2)[CH2:2][CH2:3][CH3:4] |f:1.2|. Procedure: 2-(2-{4-[(6-Butyl-8-quinolinyl)oxy]-1-piperidinyl}ethyl)-1H-isoindole-1,3(2H)-dione (for example, as prepared for Intermediate 30) (2.76 g, 6.03 mmol) was stirred under nitrogen in ethanol (40 ml) containing hydrazine monohydrate (commercially available, for example, from Aldrich) (0.71 ml, 15.1 mmol) at 80° C. for 2 h. The reaction was cooled with ice-water and filtered. The filter-cake was leached with ethanol and the combined filtrates were evaporated to an oil containing a white solid. This ... Starting materials: Example 15 ( 3 ), C(C1=CC=CC=C1)OC(=O)NC(=N)C=1C=CC2=C(C=C(O2)C(=O)O)C1 (5-(benzyloxycarbonyl-amidino)-2-benzofurancarboxylic acid), N[C@@H]1CC[C@H](CC1)OCC(=O)OC(C)(C)C (t-butyl trans-(4-aminocyclohexyloxy)acetate). Reported procedure: In the same manner as in Example 15 (3), 5-(benzyloxycarbonyl-amidino)-2-benzofurancarboxylic acid (183 mg, 0.541 mmol) and t-butyl trans-(4-aminocyclohexyloxy)acetate (124 mg, 0.541 mmol) were condensed, and purified by silica gel column chromatography (methylene chloride/methanol=30/1-10/1) to give 251 mg of compound (170) as a colorless solid (84%). Yield: 84.4%. RXN SMILES: [CH2:1]([O:8][C:9]([NH:11][C:12]([C:14]1[CH:15]=[CH:16][C:17]2[O:21][C:20]([C:22]([OH:24])=O)=[CH:19][C:18]=2[CH:25]=1)=[NH:13])=[O:10])[C:2]1[CH:7]=[CH:6][CH:5]=[CH:4][CH:3]=1.[NH2:26][C@H:27]1[CH2:32][CH2:31][C@H:30]([O:33][CH2:34][C:35]([O:37][C:38]([CH3:41])([CH3:40])[CH3:39])=[O:36])[CH2:29][CH2:28]1>>[CH2:1]([O:8][C:9]([NH:11][C:12]([C:14]1[CH:15]=[CH:16][C:17]2[O:21][C:20]([C:22]([NH:26][C@H:27]3[CH2:32][CH2:31][C@H:30]([O:33][CH2:34][C:35]([O:37][C:38]([CH3:41])([CH3:40])[CH3:39])=[O:36])[CH2:29][CH2:28]3)=[O:24])=[CH:19][C:18]=2[CH:25]=1)=[NH:13])=[O:10])[C:2]1[CH:7]=[CH:6][CH:5]=[CH:4][CH:3]=1. Product: C(C1=CC=CC=C1)OC(=O)NC(=N)C=1C=CC2=C(C=C(O2)C(=O)N[C@@H]2CC[C@H](CC2)OCC(=O)OC(C)(C)C)C1 (t-Butyl trans[4-[[5-(benzyloxycarbonylamidino)-2-benzofuranyl]-carbonylamino]cyclohexyloxy]acetate). Starting materials: [C@H]1([C@H](O)[C@@H](O)[C@H](O)[C@H](O1)CO)OCC1=CC=C(O1)C(=O)O (5-(α-D-glucopyranosyloxymethyl)-furan-2-carboxylic acid), [C@H]1([C@H](O)[C@@H](O)[C@H](O)[C@H](O1)CO)OCC1=CC=C(O1)C(=O)O (5-(α-D-glucopyranosyloxymethyl)-furan-2-carboxylic acid), [C@H]1([C@H](O)[C@@H](O)[C@H](O)[C@H](O1)CO)OCC1=CC=C(O1)C(=O)O (5-(α-D-glucopyranosyloxymethyl)-furan-2-carboxylic acid), C(Cl)(Cl)Cl.CO (chloroform methanol). Run in CO (methanol), O (water). Reaction conditions: time 15 minute. Yields the product COC(=O)C=1OC(=CC1)CO[C@@H]1[C@H](O)[C@@H](O)[C@H](O)[C@H](O1)CO (5-(α-D-glucopyranosyloxymethyl)-furan-2-carboxylic acid methyl ester). Yield: 84.0%. As a reaction SMILES: [C@H:1]1([O:12][CH2:13][C:14]2[O:18][C:17]([C:19]([OH:21])=[O:20])=[CH:16][CH:15]=2)[O:9][C@H:8]([CH2:10][OH:11])[C@@H:6]([OH:7])[C@H:4]([OH:5])[C@H:2]1[OH:3].[CH:22](Cl)(Cl)Cl.CO>CO.O>[CH3:22][O:20][C:19]([C:17]1[O:18][C:14]([CH2:13][O:12][C@H:1]2[O:9][C@H:8]([CH2:10][OH:11])[C@@H:6]([OH:7])[C@H:4]([OH:5])[C@H:2]2[OH:3])=[CH:15][CH:16]=1)=[O:21] |f:1.2|. Procedure: To produce diazomethane, 1.0 g (10 mmol) N-methyl-N-nitrosourea was added portionwise with cooling to 20 ml diethyl ether to which 7 ml of 40% KOH had been added to form a lower layer, in such a way that the reaction temperature did not exceed +5° C. 30 min after the last addition the yellow organic phase was separated off and allowed to stand for 3 h over a little solid KOH. Enough of the ethereal solution of diazomethane thus obtained was added at room temperature with stirring during a period... Reactants: ClC=1C(=NC(=NC1)SC)C(=O)O (5-chloro-2-(methylsulfanyl)pyrimidine-4-carboxylic acid), S(=O)(Cl)Cl (thionyl chloride). Reagents/catalysts: CN(C=O)C (N,N-dimethylformamide). The solvent is C(Cl)Cl (methylene chloride). Yields the product ClC=1C(=NC(=NC1)SC)C(=O)Cl (5-chloro-2-(methylsulfanyl)pyrimidine-4-carbonyl chloride). Isolated yield 91.7%. Reaction SMILES: [Cl:1][C:2]1[C:3]([C:10]([OH:12])=O)=[N:4][C:5]([S:8][CH3:9])=[N:6][CH:7]=1.S(Cl)([Cl:15])=O>CN(C)C=O.C(Cl)Cl>[Cl:1][C:2]1[C:3]([C:10]([Cl:15])=[O:12])=[N:4][C:5]([S:8][CH3:9])=[N:6][CH:7]=1. Procedure details: With stirring, 15 g of 5-chloro-2-(methylsulfanyl)pyrimidine-4-carboxylic acid were added a little at a time to 40.8 g (25 ml, 0.34 mol) of thionyl chloride and 0.47 g (0.5 ml, 6.5 mmol) of N,N-dimethylformamide, and the reaction mixture was then heated under reflux until a marked evolution of gas was no longer noticeable. The mixture is taken up in a little methylene chloride. Concentration gives 15 g of 5-chloro-2-(methylsulfanyl)pyrimidine-4-carbonyl chloride, which was used in the next step ... The product is FC(F)(F)c1ccc(C23CNCC2C3)nc1. Starting materials: CCO, Cl, FC(F)(F)c1ccc(C23CC2CN(Cc2ccccc2)C3)nc1. Reaction SMILES: [CH3:25][CH2:26][OH:27].[ClH:24].[c:1]1([CH2:2][N:8]2[CH2:9][C:10]3([c:14]4[n:15][cH:16][c:17]([C:20]([F:21])([F:22])[F:23])[cH:18][cH:19]4)[CH2:11][CH:12]3[CH2:13]2)[cH:3][cH:4][cH:5][cH:6][cH:7]1>>[NH:8]1[CH2:9][C:10]2([c:14]3[n:15][cH:16][c:17]([C:20]([F:21])([F:22])[F:23])[cH:18][cH:19]3)[CH2:11][CH:12]2[CH2:13]1. Reactants: O=C([O-])[O-], CCOC(=O)N=C=O, Fc1cccc(N2CCN(CCOc3ccccc3C3NCCS3)CC2)c1, [K+], [K+], C1CCOC1, O. The product is CCOC(=O)NC(=O)N1CCSC1c1ccccc1OCCN1CCN(c2cccc(F)c2)CC1. RXN SMILES: [C:37](=[O:38])([O-:39])[O-:40].[CH2:1]([CH3:2])[O:3][C:4](=[O:5])[N:6]=[C:7]=[O:8].[F:9][c:10]1[cH:11][c:12]([N:16]2[CH2:17][CH2:18][N:19]([CH2:22][CH2:23][O:24][c:25]3[c:26]([CH:31]4[S:32][CH2:33][CH2:34][NH:35]4)[cH:27][cH:28][cH:29][cH:30]3)[CH2:20][CH2:21]2)[cH:13][cH:14][cH:15]1.[K+:41].[K+:42].[O:43]1[CH2:44][CH2:45][CH2:46][CH2:47]1.[OH2:36]>>[CH2:1]([CH3:2])[O:3][C:4](=[O:5])[NH:6][C:7](=[O:8])[N:35]1[CH:31]([c:26]2[c:25]([O:24][CH2:23][CH2:22][N:19]3[CH2:18][CH2:17][N:16]([c:12]4[cH:11][c:10]([F:9])[cH:15][cH:14][cH:13]4)[CH2:21][CH2:20]3)[cH:30][cH:29][cH:28][cH:27]2)[S:32][CH2:33][CH2:34]1. Reactants: CN1C(N(C(C=C1C(F)(F)F)=O)C=1C=CC2=C(C(=NS2)C(=O)O)C1)=O (5-[3,6-dihydro-3-methyl-2,6-dioxo-4-(trifluoromethyl)-1(2H)-pyrimidinyl]-1,2-benzisothiazole-3-carboxylic acid), CO (methanol), resultant mixture. Reagents/catalysts: S(O)(O)(=O)=O (sulfuric acid). The product is CN1C(N(C(C=C1C(F)(F)F)=O)C=1C=CC2=C(C(=NS2)C(=O)OC)C1)=O (5-[3,6-Dihydro-3-methyl-2,6-dioxo-4-(trifluoromethyl)-1(2H)-pyrimidinyl]-1,2-benzisothiazole-3-carboxylic acid, methyl ester). The yield is 75.3%. As a reaction SMILES: [CH3:1][N:2]1[C:7]([C:8]([F:11])([F:10])[F:9])=[CH:6][C:5](=[O:12])[N:4]([C:13]2[CH:14]=[CH:15][C:16]3[S:20][N:19]=[C:18]([C:21]([OH:23])=[O:22])[C:17]=3[CH:24]=2)[C:3]1=[O:25].[CH3:26]O>S(=O)(=O)(O)O>[CH3:1][N:2]1[C:7]([C:8]([F:9])([F:10])[F:11])=[CH:6][C:5](=[O:12])[N:4]([C:13]2[CH:14]=[CH:15][C:16]3[S:20][N:19]=[C:18]([C:21]([O:23][CH3:26])=[O:22])[C:17]=3[CH:24]=2)[C:3]1=[O:25]. Reported procedure: To a solution of 5-[3,6-dihydro-3-methyl-2,6-dioxo-4-(trifluoromethyl)-1(2H)-pyrimidinyl]-1,2-benzisothiazole-3-carboxylic acid (0.300 g, 0.000809 mol) in methanol is added sulfuric acid (98%, 5 drops) at room temperature. The resultant mixture is stirred overnight at room temperature and concentrated in vacuo. The residue is taken up in methylene chloride, washed with saturated sodium bicarbonate and brine, dried over anhydrous sodium sulfate, filtered, and concentrated in vacuo. Column chromat... Starting materials: C(C)(=O)OCC (ethyl acetate), NC(COC1=NOC2=C1C=CC=C2)CCC (3-(2-aminopentyloxy)-1,2-benzoisoxazole), Cl (hydrogen chloride). The solvent is O1CCOCC1 (dioxane). The product is Cl.NC(COC1=NOC2=C1C=CC=C2)CCC (3-(2-aminopentyloxy)-1,2-benzoisoxazole hydrochloride). RXN SMILES: C(OCC)(=O)C.[NH2:7][CH:8]([CH2:20][CH2:21][CH3:22])[CH2:9][O:10][C:11]1[C:15]2[CH:16]=[CH:17][CH:18]=[CH:19][C:14]=2[O:13][N:12]=1.[ClH:23]>O1CCOCC1>[ClH:23].[NH2:7][CH:8]([CH2:20][CH2:21][CH3:22])[CH2:9][O:10][C:11]1[C:15]2[CH:16]=[CH:17][CH:18]=[CH:19][C:14]=2[O:13][N:12]=1 |f:4.5|. Reported procedure: To 20 ml of an ethyl acetate solution of 2 g of 3-(2-aminopentyloxy)-1,2-benzoisoxazole is added 20 ml of a dioxane solution (2.2N) of hydrogen chloride, and the crystals precipitated are collected by filtration to obtain 1.05 g of colorless, crystalline 3-(2-aminopentyloxy)-1,2-benzoisoxazole hydrochloride having a melting point of 205.8°-206.5° C. Reactants: CS(=O)(=O)OCCC=1N=C(OC1C)C=1SC=CC1 (2-(5-methyl-2-thien-2-yl-1,3-oxazol-4-yl)ethyl methanesulfonate), OC1=CC=C2CC(COC2=C1)C(=O)OC(C)(C)C (tert-butyl 7-hydroxychromane-3-carboxylate), C([O-])([O-])=O.[K+].[K+] (potassium carbonate). The solvent is CC#N (CH3CN), C(C)OCC (diethyl ether). The product is C(C)(C)(C)C1OC2=CC(=CC=C2CC1C(=O)O)OCCC=1N=C(OC1C)C=1SC=CC1 (tert-butyl-7-[2-(5-methyl-2-thien-2-yl-1,3-oxazol-4-yl)ethoxy]chromane-3-carboxylic acid). As a reaction SMILES: CS([O:5][CH2:6][CH2:7][C:8]1[N:9]=[C:10]([C:14]2[S:15][CH:16]=[CH:17][CH:18]=2)[O:11][C:12]=1[CH3:13])(=O)=O.O[C:20]1[CH:29]=[C:28]2[C:23]([CH2:24][CH:25]([C:30]([O:32]C(C)(C)C)=[O:31])[CH2:26][O:27]2)=[CH:22][CH:21]=1.C(=O)([O-])[O-].[K+].[K+]>CC#N.C(OCC)C>[C:23]([CH:26]1[CH:25]([C:30]([OH:32])=[O:31])[CH2:24][C:23]2[C:28](=[CH:29][C:20]([O:5][CH2:6][CH2:7][C:8]3[N:9]=[C:10]([C:14]4[S:15][CH:16]=[CH:17][CH:18]=4)[O:11][C:12]=3[CH3:13])=[CH:21][CH:22]=2)[O:27]1)([CH3:28])([CH3:24])[CH3:22] |f:2.3.4|. Reported procedure: 2-(5-methyl-2-thien-2-yl-1,3-oxazol-4-yl)ethyl methanesulfonate (947 mg, 3.3 mmol), tert-butyl 7-hydroxychromane-3-carboxylate (750 mg, 3 mmol) and potassium carbonate (1.24 g, 9 mmol) were mixed in CH3CN and refluxed under N2 atmosphere overnight. After the completion of the reaction (TLC), the reaction mixture was cooled to room temperature and diluted with 30 ml of diethyl ether and passed through a small pad of silica. Silica was washed with 100 ml of ether and the ether solution was evapora...